From a dataset of the Open Reaction Database (ORD), a public repository of structured organic reaction records. describe an organic reaction: reactants, conditions, products, and yield Starting materials: C(C)(C)(C)OC([C@H]1N(CCC1)C([C@@H](NS(=O)(=O)CC)C)=O)=O (N-ethanesulfonyl-L-alanyl-L-proline t-butylester), C([O-])(O)=O.[K+] (potassium bicarbonate). The solvent is Cl (hydrochloric acid), O1CCOCC1 (dioxane). Run at time 3 hour. Yields the product [K+].C(C)S(=O)(=O)N[C@@H](C)C(=O)N1[C@H](C(=O)[O-])CCC1 (N-ethanesulfonyl-L-alanyl-L-proline potassium salt). Yield: 79.3%. Reaction SMILES: C([O:5][C:6](=[O:22])[C@@H:7]1[CH2:11][CH2:10][CH2:9][N:8]1[C:12](=[O:21])[C@H:13]([CH3:20])[NH:14][S:15]([CH2:18][CH3:19])(=[O:17])=[O:16])(C)(C)C.C(=O)(O)[O-].[K+:27]>Cl.O1CCOCC1>[K+:27].[CH2:18]([S:15]([NH:14][C@H:13]([C:12]([N:8]1[CH2:9][CH2:10][CH2:11][C@H:7]1[C:6]([O-:22])=[O:5])=[O:21])[CH3:20])(=[O:17])=[O:16])[CH3:19] |f:1.2,5.6|. Procedure details: N-ethanesulfonyl-L-alanyl-L-proline t-butylester was dissolved in 4.5N hydrochloric acid in dioxane (15 ml) solution and stirred for 3 hours. The solvent was distilled 1 off under reduced pressure and the oily residue thus Obtained (0.72 g) was dissolved in 0.5M aqueous potassium bicarbonate (5.2 ml). The solution was washed with diethyl ether and the water layer was freeze-dried to give N-ethanesulfonyl-L-alanyl-L-proline potassium salt(yield: 0.75 g, 79.3%). Reactants: CCO, CCOC(=O)Cc1nc2ccc([N+](=O)[O-])cc2[nH]1. The product is CCOC(=O)Cc1nc2ccc(N)cc2[nH]1. RXN SMILES: [CH3:19][CH2:20][OH:21].[N+:1]([O-:2])(=[O:3])[c:4]1[cH:5][c:6]2[c:7]([n:8][c:9]([CH2:11][C:12](=[O:13])[O:14][CH2:15][CH3:16])[nH:10]2)[cH:17][cH:18]1>>[NH2:1][c:4]1[cH:5][c:6]2[c:7]([n:8][c:9]([CH2:11][C:12](=[O:13])[O:14][CH2:15][CH3:16])[nH:10]2)[cH:17][cH:18]1. Reactants: Cl, NO, O=C(Nc1ccc(C(=O)N2CCCC(=O)c3ccccc32)cc1)c1cc(Cl)cc(Cl)c1, c1ccncc1. Product: O=C(Nc1ccc(C(=O)N2CCCC(=NO)c3ccccc32)cc1)c1cc(Cl)cc(Cl)c1. As a reaction SMILES: [ClH:32].[NH2:33][OH:34].[O:1]=[C:2]1[CH2:3][CH2:4][CH2:5][N:6]([C:13]([c:14]2[cH:15][cH:16][c:17]([NH:20][C:21]([c:22]3[cH:23][c:24]([Cl:29])[cH:25][c:26]([Cl:28])[cH:27]3)=[O:30])[cH:18][cH:19]2)=[O:31])[c:7]2[c:8]1[cH:9][cH:10][cH:11][cH:12]2.[cH:35]1[cH:36][cH:37][n:38][cH:39][cH:40]1>>[C:2]1(=[N:33][OH:34])[CH2:3][CH2:4][CH2:5][N:6]([C:13]([c:14]2[cH:15][cH:16][c:17]([NH:20][C:21]([c:22]3[cH:23][c:24]([Cl:29])[cH:25][c:26]([Cl:28])[cH:27]3)=[O:30])[cH:18][cH:19]2)=[O:31])[c:7]2[c:8]1[cH:9][cH:10][cH:11][cH:12]2. The reactants are [BH4-], O=C([O-])O, CN(C)CC1CCc2onc(-c3ccccc3)c2C1=O, CCO, Cl, Cl, [Na+], [Na+]. Yields the product CN(C)CC1CCc2onc(-c3ccccc3)c2C1O, Cl. As a reaction SMILES: [BH4-:22].[C:25](=[O:26])([OH:27])[O-:28].[CH3:2][N:3]([CH3:4])[CH2:5][CH:6]1[CH2:7][CH2:8][c:9]2[c:10]([c:11](-[c:14]3[cH:15][cH:16][cH:17][cH:18][cH:19]3)[n:12][o:13]2)[C:20]1=[O:21].[CH3:30][CH2:31][OH:32].[ClH:1].[ClH:24].[Na+:23].[Na+:29]>>[CH3:2][N:3]([CH3:4])[CH2:5][CH:6]1[CH2:7][CH2:8][c:9]2[c:10]([c:11](-[c:14]3[cH:15][cH:16][cH:17][cH:18][cH:19]3)[n:12][o:13]2)[CH:20]1[OH:21].[ClH:1]. Reactants: FC(C(C(F)(F)F)(C(C(C)(F)F)(F)F)O)F (2-difluoromethyl-1,1,1,3,3,4,4-heptafluoro-2-pentanol), CC(C(CC)=O)=O (2,3-pentanedione). Product: FC(C)(C(CC)(F)F)F (2,2,3,3-tetrafluoropentane). Reaction SMILES: F[CH:2](F)[C:3](O)([C:8]([F:14])([F:13])[C:9]([F:12])([F:11])[CH3:10])C(F)(F)F.CC(=O)C(=O)CC>>[F:11][C:9]([F:12])([C:8]([F:14])([F:13])[CH2:3][CH3:2])[CH3:10]. Procedure details: As another example, 2-difluoromethyl-1,1,1,3,3,4,4-heptafluoro-2-pentanol may be prepared by fluorinating commercially available 2,3-pentanedione to form 2,2,3,3-tetrafluoropentane which may then be dehydrogenated to form 3,3,4,4-tetrafluoro-1-pentene. CF3 may then be added to the 3,3,4,4-tetrafluoro-1-pentene to form 2-trifluoromethyl-1,3,3,4,4-pentafluoropentane which may then be dehydrogenated to form 2-trifluoromethyl-1,3,3,4,4-pentafluoro-1-pentene. The 2-trifluoromethyl-1,3,3,4,4-pentafluo... Reactants: [BH4-].[K+] (Potassium borohydride), ClC=1C=C2C(C(=O)N(C2=O)C2=NC3=NC(=CC=C3C=C2)Cl)=CC1 (4-chloro-N-(7-chloro-1,8-naphthyridin-2-yl)-phthalimide), O1CCOCC1 (dioxane), O (water). The solvent is CO (methanol). The product is ClC1=C2C(N(C(C2=CC=C1)=O)C1=NC2=NC(=CC=C2C=C1)Cl)O (4-chloro-2-(7-chloro-1,8-naphthyridin-2-yl)-3-hydroxy-1-isoindolinone). RXN SMILES: [BH4-].[K+].[Cl:3][C:4]1C=[C:6]2[C:11](=O)[N:10]([C:13]3[CH:22]=[CH:21][C:20]4[C:15](=[N:16][C:17]([Cl:23])=[CH:18][CH:19]=4)[N:14]=3)C(=O)[C:7]2=[CH:24][CH:25]=1.[OH2:26].[O:27]1[CH2:32][CH2:31]OCC1>CO>[Cl:3][C:4]1[CH:25]=[CH:24][CH:7]=[C:6]2[C:31]=1[CH:32]([OH:27])[N:10]([C:13]1[CH:22]=[CH:21][C:20]3[C:15](=[N:16][C:17]([Cl:23])=[CH:18][CH:19]=3)[N:14]=1)[C:11]2=[O:26] |f:0.1|. Procedure: Potassium borohydride (3 g.) is added to 4-chloro-N-(7-chloro-1,8-naphthyridin-2-yl)-phthalimide (25.2 g.) in dioxane (500 cc.) and methanol (500 cc.). The mixture is stirred for 4 hours at a temperature of about 20° C and water (500 cc.) is then added. The precipitate is filtered off and washed with water (100 cc.) and then with a mixture (200 cc.) of equal parts of methanol and dioxane. This gives a crude product (20 g.) which is chromatographed on silica (0.05 - 0.2 mm) (6 kg.) as indicated b...